The task is: describe an organic reaction: reactants, conditions, products, and yield. This data is from the Open Reaction Database (ORD), a public repository of structured organic reaction records. The reactants are NC1=C(C=NN1C)CCCN1C(C=2C(C1=O)=CC=CC2)=O (5-Amino-1-methyl-4-(3-phthalimidopropyl)pyrazole), Cl (hydrochloric acid). Solvent: O (water). Product: Cl.Cl.NC1=C(C=NN1C)CCCN (3-(5-amino-1-methylpyrazol-4-yl)propylamine dihydrochloride). Reaction SMILES: [NH2:1][C:2]1[N:6]([CH3:7])[N:5]=[CH:4][C:3]=1[CH2:8][CH2:9][CH2:10][N:11]1C(=O)C2=CC=CC=C2C1=O.[ClH:22]>O>[ClH:22].[ClH:22].[NH2:1][C:2]1[N:6]([CH3:7])[N:5]=[CH:4][C:3]=1[CH2:8][CH2:9][CH2:10][NH2:11] |f:3.4.5|. Procedure details: 5-Amino-1-methyl-4-(3-phthalimidopropyl)pyrazole (1.42 g, 5 mmol) was added to concentrated hydrochloric acid (10 ml) at room temperature, and the mixture was stirred under reflux for 23 hours. To the reaction mixture was added water (50 ml), and most of insoluble materials were removed by filtration. The filtrate was washed with ethyl acetate, and the aqueous layer was concentrated in vacuo. The residue was triturated with 2-propanol and dried in vacuo to give 3-(5-amino-1-methylpyrazol-4-yl)pr... The reactants are BrC1=CC=C2C=CNC2=C1 (6-bromoindole), [H-].[Na+] (NaH), suspension, FC1=CC=C(CBr)C=C1 (4-fluorobenzyl bromide). The solvent is CN(C)C=O (DMF). Run at time 30 minute. Product: BrC1=CC=C2C=CN(C2=C1)CC1=CC=C(C=C1)F (6-Bromo-1-(4-fluorobenzyl)indole). RXN SMILES: [Br:1][C:2]1[CH:10]=[C:9]2[C:5]([CH:6]=[CH:7][NH:8]2)=[CH:4][CH:3]=1.[H-].[Na+].[F:13][C:14]1[CH:21]=[CH:20][C:17]([CH2:18]Br)=[CH:16][CH:15]=1>CN(C=O)C>[Br:1][C:2]1[CH:10]=[C:9]2[C:5]([CH:6]=[CH:7][N:8]2[CH2:18][C:17]2[CH:20]=[CH:21][C:14]([F:13])=[CH:15][CH:16]=2)=[CH:4][CH:3]=1 |f:1.2|. Reported procedure: A solution of 6-bromoindole (J. Org. Chem. 1986, 51, 5106) (3.00 g, 15.3 mmol) in DMF (65 mL) was treated with NaH (734 mg of a 60% suspension in mineral oil, 18.4 mmol). After 30 min, 4-fluorobenzyl bromide (1.90 mL, 15.3 mmol) was added. When starting material was consumed, the reaction mixture was poured into 1N HCl and extracted with EtOAc (3×), the combined organic layers were dried (MgSO4) and concentrated. Chromatography of the residue (4:1/hexanes:EtOAc) provided the product. The reactants are CO, CCc1nc(C)c(C=C(NC(=O)c2ccc(C(=O)NCc3cccc(O)c3)cc2Cl)C(=O)OC)s1, Cl, [Li+], C1CCOC1, [OH-], O, O. Reaction SMILES: [CH3:41][OH:42].[CH3:4][O:5][C:6]([C:7](=[CH:8][c:9]1[c:10]([CH3:16])[n:11][c:12]([CH2:14][CH3:15])[s:13]1)[NH:17][C:18]([c:19]1[c:20]([Cl:36])[cH:21][c:22]([C:25](=[O:26])[NH:27][CH2:28][c:29]2[cH:30][c:31]([OH:35])[cH:32][cH:33][cH:34]2)[cH:23][cH:24]1)=[O:37])=[O:38].[ClH:39].[Li+:3].[O:43]1[CH2:44][CH2:45][CH2:46][CH2:47]1.[OH-:2].[OH2:1].[OH2:40]>>[O:5]=[C:6]([C:7](=[CH:8][c:9]1[c:10]([CH3:16])[n:11][c:12]([CH2:14][CH3:15])[s:13]1)[NH:17][C:18]([c:19]1[c:20]([Cl:36])[cH:21][c:22]([C:25](=[O:26])[NH:27][CH2:28][c:29]2[cH:30][c:31]([OH:35])[cH:32][cH:33][cH:34]2)[cH:23][cH:24]1)=[O:37])[OH:38]. The product is CCc1nc(C)c(C=C(NC(=O)c2ccc(C(=O)NCc3cccc(O)c3)cc2Cl)C(=O)O)s1. Reactants: C(C)(=O)N1CCC2=C(C(=C(C(=C12)NC(C(C)(C)C)=O)C)COC(C)=O)C (N-(1-Acetyl-5-acetoxymethyl-4,6-dimethylindolin-7-yl)-2,2-dimethylpropanamide), [OH-].[Na+] (NaOH). The solvent is CCO (EtOH), O (water). Yields the product OCC=1C(=C2CCNC2=C(C1C)NC(C(C)(C)C)=O)C (N-(5-hydroxymethyl-4,6-dimethylindolin-7-yl)-2,2-dimethylpropanamide). Yield: 52.2%. RXN SMILES: C([N:4]1[C:12]2[C:7](=[C:8]([CH3:26])[C:9]([CH2:21][O:22]C(=O)C)=[C:10]([CH3:20])[C:11]=2[NH:13][C:14](=[O:19])[C:15]([CH3:18])([CH3:17])[CH3:16])[CH2:6][CH2:5]1)(=O)C.[OH-].[Na+]>CCO.O>[OH:22][CH2:21][C:9]1[C:8]([CH3:26])=[C:7]2[C:12](=[C:11]([NH:13][C:14](=[O:19])[C:15]([CH3:16])([CH3:17])[CH3:18])[C:10]=1[CH3:20])[NH:4][CH2:5][CH2:6]2 |f:1.2|. Procedure: N-(1-Acetyl-5-acetoxymethyl-4,6-dimethylindolin-7-yl)-2,2-dimethylpropanamide (7.5 g) was dissolved in EtOH (70 ml) and a solution of NaOH (8.3 g) in water (20 ml) was added, which was followed by refluxing for 10 hr. EtoH was evaporated under reduced pressure and CHCl3 (200 ml) was added. After washing with water, the mixture was dried over anhydrous sodium sulfate and CHCl3 was evaporated under reduced pressure. The residue was purified by silica gel column chromatography (eluent: CHCl3 /MeOH=... Reactants: C1(CC1)NC(C1=CC(=C(C=C1)C)N1C=NC2=CC=C(C=C2C1=O)C#CCN(C)C)=O (N-Cyclopropyl-3-[6-[3-(dimethylamino)prop-1-yn-1-yl]-4-oxoquinazolin-3(4H)-yl]-4-methylbenzamide), CO (methanol). Reagents/catalysts: [Pd] (Palladium on carbon). The solvent is C(C)O (ethanol). Product: C1(CC1)NC(C1=CC(=C(C=C1)C)N1C=NC2=CC=C(C=C2C1=O)CCCN(C)C)=O (N-Cyclopropyl-3-[6-[3-(dimethylamino)propyl]-4-oxoquinazolin-3(4H)-yl]-4-methylbenzamide). Yield: 69.4%. As a reaction SMILES: [CH:1]1([NH:4][C:5](=[O:30])[C:6]2[CH:11]=[CH:10][C:9]([CH3:12])=[C:8]([N:13]3[C:22](=[O:23])[C:21]4[C:16](=[CH:17][CH:18]=[C:19]([C:24]#[C:25][CH2:26][N:27]([CH3:29])[CH3:28])[CH:20]=4)[N:15]=[CH:14]3)[CH:7]=2)[CH2:3][CH2:2]1.CO>[Pd].C(O)C>[CH:1]1([NH:4][C:5](=[O:30])[C:6]2[CH:11]=[CH:10][C:9]([CH3:12])=[C:8]([N:13]3[C:22](=[O:23])[C:21]4[C:16](=[CH:17][CH:18]=[C:19]([CH2:24][CH2:25][CH2:26][N:27]([CH3:28])[CH3:29])[CH:20]=4)[N:15]=[CH:14]3)[CH:7]=2)[CH2:3][CH2:2]1. Procedure: N-Cyclopropyl-3-[6-[3-(dimethylamino)prop-1-yn-1-yl]-4-oxoquinazolin-3(4H)-yl]-4-methylbenzamide (0.097 g) and 10% Palladium on carbon (0.01 g) were stirred in ethanol (2 ml) and methanol (0.5 ml) under an atmosphere of hydrogen for 2 hours. The catalyst was removed by filtration through diatomaceous earth (Celite®) and the filtrate was concentrated under reduced pressure. The residue was purified by column chromatography on a silica column eluting with 10% methanol/ethyl acetate followed by 10%... The reactants are C(C(C)C)O (isobutanol), C[Al](C)C (trimethylaluminum). The solvent is C(Cl)Cl (methylene chloride). Product: CC(C)C[O-].CC(C)C[O-].C[Al+2] (methylaluminum bis(isobutoxide)). Reaction SMILES: [CH2:1]([OH:5])[CH:2]([CH3:4])[CH3:3].[CH3:6][Al:7](C)C>C(Cl)Cl>[CH3:3][CH:2]([CH2:1][O-:5])[CH3:4].[CH3:3][CH:2]([CH2:1][O-:5])[CH3:4].[CH3:6][Al+2:7] |f:3.4.5|. Procedure: In a sufficiently dried egg-plant type flask provided with a stirrer was charged 0.148 g (2 mmol) of sufficiently purified isobutanol, which was sufficiently dried. After completion of the drying, 3.3 ml of methylene chloride was added thereto. Then, under nitrogen atmosphere, 0.9 ml (1 mmol) of trimethylaluminum was slowly added dropwise with ice-cooling and stirring, and the mixture was mixed in the dark at room temperature for 1 hour to obtain a methylene chloride solution of methylaluminum b... The reactants are CN1NC(N(C1=O)C1=C(C=CC=C1)OC1=CC=CC=C1)=S (2-methyl-4-(2-phenoxyphenyl)-5-thioxo-1,2,4-triazolidin-3-one), [H-].[Na+] (sodium hydride), IC (iodomethane). Solvent: O1CCCC1 (tetrahydrofuran). Run at time 5 minute. Yields the product CN1N=C(N(C1=O)C1=C(C=CC=C1)OC1=CC=CC=C1)SC (2,4-Dihydro-2-methyl-5-(methylthio)-4-(2-phenoxyphenyl)-3H-1,2,4-triazol-3-one). Yield: 56.0%. RXN SMILES: [CH3:1][N:2]1[C:6](=[O:7])[N:5]([C:8]2[CH:13]=[CH:12][CH:11]=[CH:10][C:9]=2[O:14][C:15]2[CH:20]=[CH:19][CH:18]=[CH:17][CH:16]=2)[C:4](=[S:21])[NH:3]1.[H-].[Na+].I[CH3:25]>O1CCCC1>[CH3:1][N:2]1[C:6](=[O:7])[N:5]([C:8]2[CH:13]=[CH:12][CH:11]=[CH:10][C:9]=2[O:14][C:15]2[CH:16]=[CH:17][CH:18]=[CH:19][CH:20]=2)[C:4]([S:21][CH3:25])=[N:3]1 |f:1.2|. Procedure details: A solution of 900 mg of crude 2-methyl-4-(2-phenoxyphenyl)-5-thioxo-1,2,4-triazolidin-3-one in 50 mL of tetrahydrofuran was treated with 150 mg of sodium hydride (60% oil dispersion). After 5 minutes, 0.5 mL of iodomethane was added, and the mixture was stirred at ambient temperature overnight. The solid was removed by filtration and the filtrate concentrated to an oil. The oil was partitioned between ether and 1N hydrochloric acid solution. The organic phases were dried (MgSO4), filtered and co... Starting materials: [Br-], C1CCC2=NCCCN2CC1, c1ccc(C[P+](c2ccccc2)(c2ccccc2)c2ccccc2)cc1, Cn1c(C=O)cc2cc(OCc3ccccc3)ccc21, CC#N. The product is Cn1c(C=Cc2ccccc2)cc2cc(OCc3ccccc3)ccc21. As a reaction SMILES: [Br-:1].[CH2:28]1[CH2:29][CH2:30][C:31]2=[N:36][CH2:35][CH2:34][CH2:33][N:32]2[CH2:37][CH2:38]1.[CH2:2]([c:3]1[cH:4][cH:5][cH:6][cH:7][cH:8]1)[P+:9]([c:10]1[cH:11][cH:12][cH:13][cH:14][cH:15]1)([c:16]1[cH:17][cH:18][cH:19][cH:20][cH:21]1)[c:22]1[cH:23][cH:24][cH:25][cH:26][cH:27]1.[CH2:39]([c:40]1[cH:41][cH:42][cH:43][cH:44][cH:45]1)[O:46][c:47]1[cH:48][c:49]2[cH:50][c:51]([CH:57]=[O:58])[n:52]([CH3:56])[c:53]2[cH:54][cH:55]1.[CH3:59][C:60]#[N:61]>>[CH:2]([c:3]1[cH:4][cH:5][cH:6][cH:7][cH:8]1)=[CH:57][c:51]1[cH:50][c:49]2[cH:48][c:47]([O:46][CH2:39][c:40]3[cH:41][cH:42][cH:43][cH:44][cH:45]3)[cH:55][cH:54][c:53]2[n:52]1[CH3:56]. Isolated yield 15.0%. Reactants: C[C@@H]([C]1[CH][CH][CH][C]1P(C2=CC=CC3=CC=CC=C32)C4=CC=CC5=CC=CC=C54)P (Josiphos SL-J216-1), C(C1=CC=CC=C1)C1=C(CCC2=CC=C(C=C12)OC)NC(CC)=O (N-(1-benzyl-7-methoxy-3,4-dihydronaphthalen-2-yl)propionamide), [H][H] (hydrogen). The reagents and catalysts are [Rh+].ClC1=CC=CCCCC1 (Chlorocyclooctadiene rhodium(I)). Yields the product C(C1=CC=CC=C1)[C@@H]1[C@@H](CCC2=CC=C(C=C12)OC)NC(CC)=O (N-((1S,2R)-1-benzyl-7-methoxy-1,2,3,4-tetrahydronaphthalen-2-yl)propionamide). Run in CO (methanol). Run at temperature 50 celsius, time 20 minute. Procedure: Chlorocyclooctadiene rhodium(I) dimer (0.072 g, 0.292 mmol), Josiphos SL-J216-1 (0.197 g, 0.307 mmol), and N-(1-benzyl-7-methoxy-3,4-dihydronaphthalen-2-yl)propionamide (19.75 g, 61.4 mmol) were combined in a 500 ml SS pressure bottle, and the vessel was inerted with argon. Degassed methanol (200 ml) was added, the vessel was again inerted, then the mixture was stirred under 20 psig of argon at 50° C. for 20 min. The vessel was then pressurized with 60 psig of hydrogen and stirred at 55° C. for ... As a reaction SMILES: C[C@H](P)[C]1[C](P(C2C3C(=CC=CC=3)C=CC=2)C2C3C(=CC=CC=3)C=CC=2)[CH][CH][CH]1.[CH2:30]([C:37]1[C:46]2[C:41](=[CH:42][CH:43]=[C:44]([O:47][CH3:48])[CH:45]=2)[CH2:40][CH2:39][C:38]=1[NH:49][C:50](=[O:53])[CH2:51][CH3:52])[C:31]1[CH:36]=[CH:35][CH:34]=[CH:33][CH:32]=1.[H][H]>[Rh+].ClC1CCCCC=CC=1.CO>[CH2:30]([C@H:37]1[C:46]2[C:41](=[CH:42][CH:43]=[C:44]([O:47][CH3:48])[CH:45]=2)[CH2:40][CH2:39][C@H:38]1[NH:49][C:50](=[O:53])[CH2:51][CH3:52])[C:31]1[CH:36]=[CH:35][CH:34]=[CH:33][CH:32]=1 |f:3.4,^1:3,4,26,27,28|.